This data is from the Open Reaction Database (ORD), a public repository of structured organic reaction records. The task is: describe an organic reaction: reactants, conditions, products, and yield Reactants: Clc1nc(N2CCN(c3ccccc3)CC2)nc2c1SCC2, O, Nc1ccccc1. Yields the product c1ccc(Nc2nc(N3CCN(c4ccccc4)CC3)nc3c2SCC3)cc1. RXN SMILES: [Cl:1][c:2]1[c:3]2[c:4]([n:5][c:6]([N:8]3[CH2:9][CH2:10][N:11]([c:14]4[cH:15][cH:16][cH:17][cH:18][cH:19]4)[CH2:12][CH2:13]3)[n:7]1)[CH2:20][CH2:21][S:22]2.[OH2:30].[c:23]1([NH2:29])[cH:24][cH:25][cH:26][cH:27][cH:28]1>>[c:2]1([NH:29][c:23]2[cH:24][cH:25][cH:26][cH:27][cH:28]2)[c:3]2[c:4]([n:5][c:6]([N:8]3[CH2:9][CH2:10][N:11]([c:14]4[cH:15][cH:16][cH:17][cH:18][cH:19]4)[CH2:12][CH2:13]3)[n:7]1)[CH2:20][CH2:21][S:22]2.